This data is from the Open Reaction Database (ORD), a public repository of structured organic reaction records. The task is: describe an organic reaction: reactants, conditions, products, and yield The reactants are IC=1C(=NC(=NC1)OC)NC=1C=NC(=CC1)OC (5-iodo-2-methoxy-N-(6-methoxypyridin-3-yl)pyrimidin-4-amine), CC1=NC(=NC(=N1)SC)[Sn](CCCC)(CCCC)CCCC (2-methyl-4-(methylthio)-6-(tributylstannyl)-1,3,5-triazine), [F-].[Cs+] (cesium fluoride), O1CCOCC1 (dioxane). Reagents/catalysts: [Cu]I (copper(I) iodide), C=1C=CC(=CC1)[P](C=2C=CC=CC2)(C=3C=CC=CC3)[Pd]([P](C=4C=CC=CC4)(C=5C=CC=CC5)C=6C=CC=CC6)([P](C=7C=CC=CC7)(C=8C=CC=CC8)C=9C=CC=CC9)[P](C=1C=CC=CC1)(C=1C=CC=CC1)C=1C=CC=CC1 (tetrakis(triphenylphosphine)palladium(0)). Run in O (water). Run at temperature 140 celsius. The product is COC1=NC=C(C(=N1)NC=1C=NC(=CC1)OC)C1=NC(=NC(=N1)C)SC (2-methoxy-N-(6-methoxypyridin-3-yl)-5-(4-methyl-6-(methylthio)-1,3,5-triazin-2-yl)pyrimidin-4-amine). Isolated yield 69.3%. Reaction SMILES: I[C:2]1[C:3]([NH:10][C:11]2[CH:12]=[N:13][C:14]([O:17][CH3:18])=[CH:15][CH:16]=2)=[N:4][C:5]([O:8][CH3:9])=[N:6][CH:7]=1.[CH3:19][C:20]1[N:25]=[C:24]([S:26][CH3:27])[N:23]=[C:22]([Sn](CCCC)(CCCC)CCCC)[N:21]=1.[F-].[Cs+].O1CCOCC1>O.[Cu]I.C1C=CC([P]([Pd]([P](C2C=CC=CC=2)(C2C=CC=CC=2)C2C=CC=CC=2)([P](C2C=CC=CC=2)(C2C=CC=CC=2)C2C=CC=CC=2)[P](C2C=CC=CC=2)(C2C=CC=CC=2)C2C=CC=CC=2)(C2C=CC=CC=2)C2C=CC=CC=2)=CC=1>[CH3:9][O:8][C:5]1[N:4]=[C:3]([NH:10][C:11]2[CH:12]=[N:13][C:14]([O:17][CH3:18])=[CH:15][CH:16]=2)[C:2]([C:22]2[N:21]=[C:20]([CH3:19])[N:25]=[C:24]([S:26][CH3:27])[N:23]=2)=[CH:7][N:6]=1 |f:2.3,^1:55,57,76,95|. Procedure: A glass microwave reaction vessel was charged with 5-iodo-2-methoxy-N-(6-methoxypyridin-3-yl)pyrimidin-4-amine (120 mg, 0.335 mmol), 2-methyl-4-(methylthio)-6-(tributylstannyl)-1,3,5-triazine (144 mg, 0.335 mmol), copper(I) iodide (13 mg, 0.067 mmol), cesium fluoride (102 mg, 0.670 mmol), tetrakis(triphenylphosphine)palladium(0) (38.7 mg, 0.034 mmol) and dioxane (2 mL). The reaction mixture was stirred and heated in a Emrys Optimizer microwave reactor (Personal Chemistry, Biotage AB, Inc., Upssa... Reactants: CCCCCC (n-hexane), O (water), C(CCC)OC(=O)C1=C(C2=C(S1)C=CC(=C2)OCOC)OC(C(C)(C)C)=O (2-butoxycarbonyl-5-methoxymethyloxy-3-pivaloyloxybenzo[b]thiophene). The reagents and catalysts are Cl (HCl). The solvent is C(C)(=O)O (acetic acid). Reaction conditions: time 10 hour. Product: C(CCC)OC(=O)C1=C(C2=C(S1)C=CC(=C2)O)OC(C(C)(C)C)=O (2-butoxycarbonyl-5-hydroxy-3-pivaloyloxybenzo[b]thiophene). Yield: 80.0%. Reaction SMILES: [CH2:1]([O:5][C:6]([C:8]1[S:12][C:11]2[CH:13]=[CH:14][C:15]([O:17]COC)=[CH:16][C:10]=2[C:9]=1[O:21][C:22](=[O:27])[C:23]([CH3:26])([CH3:25])[CH3:24])=[O:7])[CH2:2][CH2:3][CH3:4].O.CCCCCC>Cl.C(O)(=O)C>[CH2:1]([O:5][C:6]([C:8]1[S:12][C:11]2[CH:13]=[CH:14][C:15]([OH:17])=[CH:16][C:10]=2[C:9]=1[O:21][C:22](=[O:27])[C:23]([CH3:26])([CH3:25])[CH3:24])=[O:7])[CH2:2][CH2:3][CH3:4]. Procedure details: A few drops of concentrated HCl were added to 5.92 g (15 mmol) VI in 150 ml acetic acid, followed by stirring for 10 h at room temperature. 500 ml water were then added to the reaction solution, followed by repeated extraction with Et2O. The combined organic phases were dried over Na2SO4 and freed from the solvent. Recrystallization from diethylether:n-hexane=4:1 produced 4.21 g (12 mmol, 80%) VII. The reactants are ClC=1C=C(C(=C(C(=O)O)C1)C)O[C@@H]1CC[C@H](CC1)N(C)C (5-chloro-3-(((trans)-4-(dimethylamino)cyclohexyl)oxy)-2-methylbenzoic acid), Cl.NCC1=C(NC(=CC1=O)C)C (3-(aminomethyl)-2,6-dimethylpyridin-4(1H)-one, hydrochloride), C(CCl)Cl (EDC), C1=CC2=C(N=C1)N(N=N2)O (HOAT), CN1CCOCC1 (NMM), C(=O)([O-])[O-].[Na+].[Na+] (Na2CO3). Solvent: O (water), CN(C=O)C (N,N-dimethylformamide), CCOC(=O)C (EtOAc). Reaction conditions: time 16 hour. Product: ClC=1C=C(C(=C(C(=O)NCC2=C(NC(=CC2=O)C)C)C1)C)O[C@@H]1CC[C@H](CC1)N(C)C (5-chloro-N-((2,6-dimethyl-4-oxo-1,4-dihydropyridin-3-yl)methyl)-3-(((trans)-4-(dimethylamino)cyclohexyl)oxy)-2-methylbenzamide). Yield: 26.0%. RXN SMILES: [Cl:1][C:2]1[CH:3]=[C:4]([O:12][C@H:13]2[CH2:18][CH2:17][C@H:16]([N:19]([CH3:21])[CH3:20])[CH2:15][CH2:14]2)[C:5]([CH3:11])=[C:6]([CH:10]=1)[C:7]([OH:9])=O.Cl.[NH2:23][CH2:24][C:25]1[C:30](=[O:31])[CH:29]=[C:28]([CH3:32])[NH:27][C:26]=1[CH3:33].C(Cl)CCl.C1C=NC2N(O)N=NC=2C=1.CN1CCOCC1.C([O-])([O-])=O.[Na+].[Na+]>CCOC(C)=O.O.CN(C)C=O>[Cl:1][C:2]1[CH:3]=[C:4]([O:12][C@H:13]2[CH2:18][CH2:17][C@H:16]([N:19]([CH3:21])[CH3:20])[CH2:15][CH2:14]2)[C:5]([CH3:11])=[C:6]([CH:10]=1)[C:7]([NH:23][CH2:24][C:25]1[C:30](=[O:31])[CH:29]=[C:28]([CH3:32])[NH:27][C:26]=1[CH3:33])=[O:9] |f:1.2,6.7.8|. Reported procedure: A 20 mL vial was charged with 5-chloro-3-(((trans)-4-(dimethylamino)cyclohexyl)oxy)-2-methylbenzoic acid (120 mg, 0.385 mmol), 3-(aminomethyl)-2,6-dimethylpyridin-4(1H)-one, hydrochloride (80 mg, 0.423 mmol), EDC (111 mg, 0.577 mmol), HOAT (89 mg, 0.577 mmol), N,N-dimethylformamide (DMF) (3 mL), and NMM (1.015 mL, 9.24 mmol). The reaction was stirred for 16 h, at which time it was poured into a stirring solution of water (5 mL) and sat Na2CO3 (20 mL). The mixture was stirred at room temperature ...